The task is: describe an organic reaction: reactants, conditions, products, and yield. This data is from the Open Reaction Database (ORD), a public repository of structured organic reaction records. Reactants: OC=1C(NN=C(C1)CCC1=CC=CC=C1)=O (4-hydroxy-6-(2-phenylethyl)pyridazin-3(2H)-one), C(C1=CC=CC=C1)OC=1N=NC(=CC1OCC1=CC=CC=C1)C#CC1=CC(=CC=C1)OC(F)F (3,4-bis(benzyloxy)-6-((3-(difluoromethoxy)phenyl)ethynyl)pyridazine), C(C1=CC=CC=C1)OC=1N=NC(=CC1OCC1=CC=CC=C1)C#CC1=CC(=CC=C1)OC(F)F (3,4-bis(benzyloxy)-6-((3-(difluoromethoxy)phenyl)ethynyl)pyridazine), O1CCCC1 (tetrahydrofuran). The solvent is CO (methanol). The product is FC(OC=1C=C(CCC=2C=C(C(NN2)=O)O)C=CC1)F (6-(3-(Difluoromethoxy)phenethyl)-4-hydroxypyridazin-3(2H)-one). RXN SMILES: OC1C(=O)NN=C(CCC2C=CC=CC=2)C=1.C([O:24][C:25]1[N:26]=[N:27][C:28]([C:39]#[C:40][C:41]2[CH:46]=[CH:45][CH:44]=[C:43]([O:47][CH:48]([F:50])[F:49])[CH:42]=2)=[CH:29][C:30]=1[O:31]CC1C=CC=CC=1)C1C=CC=CC=1.O1CCCC1>CO>[F:50][CH:48]([F:49])[O:47][C:43]1[CH:42]=[C:41]([CH:46]=[CH:45][CH:44]=1)[CH2:40][CH2:39][C:28]1[CH:29]=[C:30]([OH:31])[C:25](=[O:24])[NH:26][N:27]=1. Reported procedure: Prepared by the same method as for 4-hydroxy-6-(2-phenylethyl)pyridazin-3(2H)-one (Example 1) from 3,4-bis(benzyloxy)-6-((3-(difluoromethoxy)phenyl)ethynyl)pyridazine (Intermediate 38) except that the mixture of solvent mixture used for the hydrogenation was made up of tetrahydrofuran and methanol and the final compound was recrystallised from a mixture of ethanol and heptane. The solvent is ClCCl (dichloromethane). Reaction conditions: temperature 120 celsius. The product is COC1=C2CC(N(C2=CC=C1C=1C=NC=CC1)C)=O (4-methoxy-1-methyl-5-pyridin-3-yl-1,3-dihydro-indol-2-one). Procedure: To 5-bromo-4-methoxy-1-methyl-1,3-dihydro-indol-2-one (105 mg, 0.410 mmol) was added 3-pyridineboronic acid (CAS#1692-25-7, 60.5 mg, 0.492 mmol), 1,2-dimethoxyethane (3 mL) and 2 M aqueous sodium carbonate (0.513 ml, 1.025 mmol). The reaction mixture was degassed and placed under an argon atmosphere, at which time resin bound tetrakis(triphenylphosphine)palladium(0), specifically polystyrene triphenylphosphine palladium (0) [PS—PPh3-Pd(0) (Biotage), 0.11 mmol/g loading, (186 mg, 0.021 mmol)] was... The reagents and catalysts are C=1C=CC(=CC1)[P](C=2C=CC=CC2)(C=3C=CC=CC3)[Pd]([P](C=4C=CC=CC4)(C=5C=CC=CC5)C=6C=CC=CC6)([P](C=7C=CC=CC7)(C=8C=CC=CC8)C=9C=CC=CC9)[P](C=1C=CC=CC1)(C=1C=CC=CC1)C=1C=CC=CC1 (tetrakis(triphenylphosphine)palladium(0)). RXN SMILES: Br[C:2]1[C:3]([O:13][CH3:14])=[C:4]2[C:8](=[CH:9][CH:10]=1)[N:7]([CH3:11])[C:6](=[O:12])[CH2:5]2.[N:15]1[CH:20]=[CH:19][CH:18]=[C:17](B(O)O)[CH:16]=1.COCCOC.C(=O)([O-])[O-].[Na+].[Na+]>ClCCl.C1C=CC([P]([Pd]([P](C2C=CC=CC=2)(C2C=CC=CC=2)C2C=CC=CC=2)([P](C2C=CC=CC=2)(C2C=CC=CC=2)C2C=CC=CC=2)[P](C2C=CC=CC=2)(C2C=CC=CC=2)C2C=CC=CC=2)(C2C=CC=CC=2)C2C=CC=CC=2)=CC=1>[CH3:14][O:13][C:3]1[C:2]([C:17]2[CH:16]=[N:15][CH:20]=[CH:19][CH:18]=2)=[CH:10][CH:9]=[C:8]2[C:4]=1[CH2:5][C:6](=[O:12])[N:7]2[CH3:11] |f:3.4.5,^1:42,44,63,82|. Reactants: BrC=1C(=C2CC(N(C2=CC1)C)=O)OC (5-bromo-4-methoxy-1-methyl-1,3-dihydro-indol-2-one), N1=CC(=CC=C1)B(O)O (3-pyridineboronic acid), COCCOC (1,2-dimethoxyethane), C([O-])([O-])=O.[Na+].[Na+] (sodium carbonate), polystyrene triphenylphosphine palladium (0), PPh3 Pd(0). The reactants are ClC1=C(C=NN1C1=CC(=C(C=C1)OCC(C)C)C#N)C(=O)OCC (ethyl 5-chloro-1-(3-cyano-4-isobutoxyphenyl)-pyrazole-4-carboxylate), [OH-].[Na+] (sodium hydroxide), C(C)(=O)O (acetic acid), O (water). The solvent is C(C)O (ethanol). Reaction conditions: temperature 60 celsius. Product: ClC1=C(C=NN1C1=CC(=C(C=C1)OCC(C)C)C#N)C(=O)O (5-chloro-1-(3-cyano-4-isobutoxyphenyl) pyrazole-4-carboxylic acid). Yield: 51.8%. Reaction SMILES: [Cl:1][C:2]1[N:6]([C:7]2[CH:12]=[CH:11][C:10]([O:13][CH2:14][CH:15]([CH3:17])[CH3:16])=[C:9]([C:18]#[N:19])[CH:8]=2)[N:5]=[CH:4][C:3]=1[C:20]([O:22]CC)=[O:21].[OH-].[Na+].O.C(O)(=O)C>C(O)C>[Cl:1][C:2]1[N:6]([C:7]2[CH:12]=[CH:11][C:10]([O:13][CH2:14][CH:15]([CH3:17])[CH3:16])=[C:9]([C:18]#[N:19])[CH:8]=2)[N:5]=[CH:4][C:3]=1[C:20]([OH:22])=[O:21] |f:1.2|. Procedure details: To a solution (10 ml) of ethyl 5-chloro-1-(3-cyano-4-isobutoxyphenyl)-pyrazole-4-carboxylate (1.05 g) in ethanol was added 1 N aqueous sodium hydroxide solution (3.6 ml) with string, and the mixture was heated at 60° C. for 1 hour. After the completion of the reaction, the reaction mixture was pouted into water and neutralized with acetic acid. The precipitated crystals were recrystallized from ethyl acetate to give 0.5 g of 5-chloro-1-(3-cyano-4-isobutoxyphenyl) pyrazole-4-carboxylic acid, melt... Starting materials: O=C([O-])[O-], CN(C)C=O, CCc1nc(CCl)cs1, [K+], [K+], O, O=[N+]([O-])c1ccc(O)cc1. Yields the product CCc1nc(COc2ccc([N+](=O)[O-])cc2)cs1. As a reaction SMILES: [C:20](=[O:21])([O-:22])[O-:23].[CH3:26][N:27]([CH3:28])[CH:29]=[O:30].[Cl:11][CH2:12][c:13]1[n:14][c:15]([CH2:18][CH3:19])[s:16][cH:17]1.[K+:24].[K+:25].[OH2:31].[OH:1][c:2]1[cH:3][cH:4][c:5]([N+:8]([O-:9])=[O:10])[cH:6][cH:7]1>>[O:1]([c:2]1[cH:3][cH:4][c:5]([N+:8]([O-:9])=[O:10])[cH:6][cH:7]1)[CH2:12][c:13]1[n:14][c:15]([CH2:18][CH3:19])[s:16][cH:17]1. Reactants: ClCCCOC1=CC=C(C=C1)C1=CC=C(C=C1)C(=O)O (4′-(3-chloropropoxy)[1,1′-biphenyl]-4-carboxylic acid), S(=O)(Cl)Cl (thionyl chloride). The product is ClCCCOC1=CC=C(C=C1)C1=CC=C(C=C1)C(=O)Cl (4′-(3-chloropropoxy)[1,1′-biphenyl]-4-carbonyl chloride). RXN SMILES: [Cl:1][CH2:2][CH2:3][CH2:4][O:5][C:6]1[CH:11]=[CH:10][C:9]([C:12]2[CH:17]=[CH:16][C:15]([C:18]([OH:20])=O)=[CH:14][CH:13]=2)=[CH:8][CH:7]=1.S(Cl)([Cl:23])=O>>[Cl:1][CH2:2][CH2:3][CH2:4][O:5][C:6]1[CH:11]=[CH:10][C:9]([C:12]2[CH:17]=[CH:16][C:15]([C:18]([Cl:23])=[O:20])=[CH:14][CH:13]=2)=[CH:8][CH:7]=1. Procedure: The product from Example 10C (3.5 g, 11.36 mmol) in thionyl chloride (25 mL) was heated at 90° C. for 4 hours. The solution was allowed to cool to ambient temperature and then the mixture was evaporated to dryness to provide the title compound. Reaction conditions: time 2 hour. The product is COC1=C(CN(C(=O)NCC2=CC(=CC=C2)F)C=2SC=C(N2)CN2C(OCC2)=O)C=CC(=C1)OC (1-(2,4-dimethoxybenzyl)-3-(3-fluorobenzyl)-1-(4-((2-oxooxazolidin-3-yl)methyl)thiazol-2-yl)urea). The solvent is CN(C)C=O (DMF), CN(C)C=O (DMF). RXN SMILES: Cl[CH2:2][C:3]1[N:4]=[C:5]([N:8]([CH2:20][C:21]2[CH:26]=[CH:25][C:24]([O:27][CH3:28])=[CH:23][C:22]=2[O:29][CH3:30])[C:9]([NH:11][CH2:12][C:13]2[CH:18]=[CH:17][CH:16]=[C:15]([F:19])[CH:14]=2)=[O:10])[S:6][CH:7]=1.[O:31]1[CH2:35][CH2:34][NH:33][C:32]1=[O:36].[H-].[Na+].CCOC(C)=O>CN(C=O)C>[CH3:30][O:29][C:22]1[CH:23]=[C:24]([O:27][CH3:28])[CH:25]=[CH:26][C:21]=1[CH2:20][N:8]([C:5]1[S:6][CH:7]=[C:3]([CH2:2][N:33]2[CH2:34][CH2:35][O:31][C:32]2=[O:36])[N:4]=1)[C:9]([NH:11][CH2:12][C:13]1[CH:18]=[CH:17][CH:16]=[C:15]([F:19])[CH:14]=1)=[O:10] |f:2.3|. Reactants: ClCC=1N=C(SC1)N(C(=O)NCC1=CC(=CC=C1)F)CC1=C(C=C(C=C1)OC)OC (1-(4-Chloromethyl-thiazol-2-yl)-1-(2,4-dimethoxy-benzyl)-3-(3-fluoro-benzyl)-urea), ClCC=1N=C(SC1)N(C(=O)NCC1=CC(=CC=C1)F)CC1=C(C=C(C=C1)OC)OC (1-(4-Chloromethyl-thiazol-2-yl)-1-(2,4-dimethoxy-benzyl)-3-(3-fluoro-benzyl)-urea), O1C(NCC1)=O (oxazolidin-2-one), sultam, [H-].[Na+] (NaH), CCOC(=O)C (EtOAc). Reported procedure: 1-(4-Chloromethyl-thiazol-2-yl)-1-(2,4-dimethoxy-benzyl)-3-(3-fluoro-benzyl)-urea (Intermediate 21, 0.3 mmol) was taken up in DMF (2 ml). A solution of the oxazolidin-2-one (or sultam) (1 eq.) with NaH (1 eq.) in DMF (2 ml) was added. The reaction was allowed to stir at room temperature for 2 hours. An aqueous workup with EtOAc was performed. Purified by column chromatography using a gradient of 0-100% EtOAc/hexanes to give 1-(2,4-dimethoxybenzyl)-3-(3-fluorobenzyl)-1-(4-((2-oxooxazolidin-3-yl)m... The reactants are BrB(Br)Br, O=C([O-])O, COc1cccc2c1CCCCN2C(=O)Nc1ccccc1, [Na+]. The product is O=C(Nc1ccccc1)N1CCCCc2c(O)cccc21. As a reaction SMILES: [Br:1][B:2]([Br:3])[Br:4].[C:27](=[O:28])([OH:29])[O-:30].[CH3:5][O:6][c:7]1[cH:8][cH:9][cH:10][c:11]2[c:12]1[CH2:13][CH2:14][CH2:15][CH2:16][N:17]2[C:18]([NH:19][c:20]1[cH:21][cH:22][cH:23][cH:24][cH:25]1)=[O:26].[Na+:31]>>[OH:6][c:7]1[cH:8][cH:9][cH:10][c:11]2[c:12]1[CH2:13][CH2:14][CH2:15][CH2:16][N:17]2[C:18]([NH:19][c:20]1[cH:21][cH:22][cH:23][cH:24][cH:25]1)=[O:26]. Starting materials: CC(C)COC(=O)Cn1c2c(c3c(Br)cccc31)CCN(C(=O)OC(C)(C)C)CC2, ClCCl, O=C(O)C(F)(F)F. The product is CC(C)COC(=O)Cn1c2c(c3c(Br)cccc31)CCNCC2. As a reaction SMILES: [Br:1][c:2]1[c:3]2[c:4]3[c:5]([n:6]([CH2:11][C:12](=[O:13])[O:14][CH2:15][CH:16]([CH3:17])[CH3:18])[c:7]2[cH:8][cH:9][cH:10]1)[CH2:19][CH2:20][N:21]([C:24]([O:25][C:26]([CH3:27])([CH3:28])[CH3:29])=[O:30])[CH2:22][CH2:23]3.[Cl:38][CH2:39][Cl:40].[OH:31][C:32]([C:33]([F:34])([F:35])[F:36])=[O:37]>>[Br:1][c:2]1[c:3]2[c:4]3[c:5]([n:6]([CH2:11][C:12](=[O:13])[O:14][CH2:15][CH:16]([CH3:17])[CH3:18])[c:7]2[cH:8][cH:9][cH:10]1)[CH2:19][CH2:20][NH:21][CH2:22][CH2:23]3. Reactants: C(C)(=O)C1(C(CCCC1)=O)CCC(=O)OC(C)(C)C (2-acetyl-2-[2-(tert-butoxycarbonyl)-ethyl]cyclohexanone), OO (hydrogen peroxide), S(O)(O)(=O)=O (sulphuric acid). The solvent is C(C)(C)(C)O (t-butanol). Conditions: time 18 hour. The product is C(C)(C)(C)OC(=O)CCC1(CCCC1)C(=O)O ([2-(tert-Butoxycarbonyl)ethyl]-1-cyclopentanecarboxylic acid). RXN SMILES: C([C:4]1([CH2:11][CH2:12][C:13]([O:15][C:16]([CH3:19])([CH3:18])[CH3:17])=[O:14])[CH2:9][CH2:8][CH2:7][CH2:6][C:5]1=[O:10])(=O)C.OO.S(=O)(=O)(O)[OH:23]>C(O)(C)(C)C>[C:16]([O:15][C:13]([CH2:12][CH2:11][C:4]1([C:5]([OH:10])=[O:23])[CH2:9][CH2:8][CH2:7][CH2:6]1)=[O:14])([CH3:17])([CH3:18])[CH3:19]. Procedure details: To a solution of crude 2-acetyl-2-[2-(tert-butoxycarbonyl)-ethyl]cyclohexanone (see Preparations 1 and 2) (42 g, 0.15 mol) in t-butanol (84 ml) was cautiously added a 30% aqueous hydrogen peroxide solution (21 ml, 0.187 mol) and conc. sulphuric acid (0.25 ml, 98% w/w) at room temperature, maintaining the reaction temperature below 50° C. during the addition. The mixture was stirred at room temperature for 18 hours, partitioned between dichloromethane (100 ml) and water (100 ml), and the layers s... Starting materials: CCOP(=O)(CP(=O)(OCC)c1ccc(OC(=O)CC)c(C(C)(C)CC(=O)N(Cc2ccccc2)C(Cc2ccccc2)C(=O)O)c1)OCC, CO. The product is CCOP(=O)(CP(=O)(OCC)c1ccc(OC(=O)CC)c(C(C)(C)CC(=O)NC(Cc2ccccc2)C(=O)O)c1)OCC. As a reaction SMILES: [CH2:1]([c:2]1[cH:3][cH:4][cH:5][cH:6][cH:7]1)[N:8]([CH:9]([CH2:10][c:11]1[cH:12][cH:13][cH:14][cH:15][cH:16]1)[C:17](=[O:18])[OH:19])[C:20]([CH2:21][C:22]([CH3:23])([CH3:24])[c:25]1[c:26]([O:45][C:46]([CH2:47][CH3:48])=[O:49])[cH:27][cH:28][c:29]([P:31](=[O:32])([CH2:33][P:34](=[O:35])([O:36][CH2:37][CH3:38])[O:39][CH2:40][CH3:41])[O:42][CH2:43][CH3:44])[cH:30]1)=[O:50].[CH3:51][OH:52]>>[NH:8]([CH:9]([CH2:10][c:11]1[cH:12][cH:13][cH:14][cH:15][cH:16]1)[C:17](=[O:18])[OH:19])[C:20]([CH2:21][C:22]([CH3:23])([CH3:24])[c:25]1[c:26]([O:45][C:46]([CH2:47][CH3:48])=[O:49])[cH:27][cH:28][c:29]([P:31](=[O:32])([CH2:33][P:34](=[O:35])([O:36][CH2:37][CH3:38])[O:39][CH2:40][CH3:41])[O:42][CH2:43][CH3:44])[cH:30]1)=[O:50].